Dataset: the Open Reaction Database (ORD), a public repository of structured organic reaction records. Task: describe an organic reaction: reactants, conditions, products, and yield The reactants are N[C@@H]1[C@@H]([C@H](CC1)C(=O)OC)C1=CC=C(C=C1)F (Methyl 3-(S)-(amino)-2-(S)-(4-fluorophenyl)cyclopentane-1-(S)-carboxylate), 3A, COC1=C(C=O)C=C(C=C1)N1N=NN=C1 (2-methoxy-5-(1-tetrazolyl)benzaldehyde), C(#N)[BH3-].[Na+] (sodium cyanoborohydride), [OH-].[Na+] (NaOH). Solvent: CO (methanol), C(C)(=O)O (acetic acid), O (water). Conditions: time 30 minute. Yields the product COC1=C(C=C(C=C1)N1N=NN=C1)CN[C@@H]1[C@@H]([C@H](CC1)C(=O)OC)C1=CC=C(C=C1)F (Methyl 3-(S)-((2-methoxy-5-(1-tetrazolyl)phenyl)methylamino)-2-(S)-(4-fluorophenyl)cyclopentane-1-(S)-carboxylate). The yield is 55.8%. As a reaction SMILES: [NH2:1][C@H:2]1[CH2:6][CH2:5][C@H:4]([C:7]([O:9][CH3:10])=[O:8])[C@H:3]1[C:11]1[CH:16]=[CH:15][C:14]([F:17])=[CH:13][CH:12]=1.[CH3:18][O:19][C:20]1[CH:27]=[CH:26][C:25]([N:28]2[CH:32]=[N:31][N:30]=[N:29]2)=[CH:24][C:21]=1[CH:22]=O.C([BH3-])#N.[Na+].[OH-].[Na+]>CO.O.C(O)(=O)C>[CH3:18][O:19][C:20]1[CH:27]=[CH:26][C:25]([N:28]2[CH:32]=[N:31][N:30]=[N:29]2)=[CH:24][C:21]=1[CH2:22][NH:1][C@H:2]1[CH2:6][CH2:5][C@H:4]([C:7]([O:9][CH3:10])=[O:8])[C@H:3]1[C:11]1[CH:12]=[CH:13][C:14]([F:17])=[CH:15][CH:16]=1 |f:2.3,4.5|. Procedure: To a solution of 100 mg of amine from Example 63 in 2 mL of methanol was added 0.040 mL of acetic acid, 1 g of 3A sieves and 94 mg 2-methoxy-5-(1-tetrazolyl)benzaldehyde (prepared according to the procedures given in PCT International Application WO 95/08549, published 30 Mar. 1995; p. 33). The reaction was stirred at room temperature for 30 min and then 0.080 g of sodium cyanoborohydride was added. The reaction was stirred further for 20 h and was then poured into water, made basic with 2N NaOH... The reactants are O=C([O-])[O-], C[N+](C)(C)Cc1ccccc1, Cc1ccc(N)cc1Cl, CO, CCOCC, [Ca+2], ClCCl, O=I(=O)Cl, O=I(=O)Cl. Product: Cc1cc(I)c(N)cc1Cl. As a reaction SMILES: [C:29](=[O:30])([O-:31])[O-:32].[CH2:18]([N+:19]([CH3:20])([CH3:21])[CH3:22])[c:23]1[cH:24][cH:25][cH:26][cH:27][cH:28]1.[CH3:1][c:2]1[cH:3][cH:4][c:5]([NH2:6])[cH:7][c:8]1[Cl:9].[CH3:37][OH:38].[CH3:39][CH2:40][O:41][CH2:42][CH3:43].[Ca+2:33].[Cl:34][CH2:35][Cl:36].[I:10]([Cl:11])(=[O:12])=[O:13].[I:14]([Cl:15])(=[O:16])=[O:17]>>[CH3:1][c:2]1[cH:3][c:4]([I:10])[c:5]([NH2:6])[cH:7][c:8]1[Cl:9].